From a dataset of the Open Reaction Database (ORD), a public repository of structured organic reaction records. describe an organic reaction: reactants, conditions, products, and yield Reactants: COc1cc(C(Nc2cc(C(N)=O)ccc2F)C(=O)O)ccc1F, CCOC(=O)C1CCNC1c1cc(NC(=O)OC)ccc1S(=O)(=O)C1CC1, Cl. Yields the product CCOC(=O)C1CCN(C(=O)C(Nc2cc(C(N)=O)ccc2F)c2ccc(F)c(OC)c2)C1c1cc(NC(=O)OC)ccc1S(=O)(=O)C1CC1. Reaction SMILES: [C:1]([NH2:2])(=[O:3])[c:4]1[cH:5][cH:6][c:7]([F:24])[c:8]([NH:10][CH:11]([C:12](=[O:13])[OH:14])[c:15]2[cH:16][c:17]([O:22][CH3:23])[c:18]([F:21])[cH:19][cH:20]2)[cH:9]1.[CH:26]1([S:29](=[O:30])(=[O:31])[c:32]2[c:33]([CH:43]3[NH:44][CH2:45][CH2:46][CH:47]3[C:48](=[O:49])[O:50][CH2:51][CH3:52])[cH:34][c:35]([NH:38][C:39](=[O:40])[O:41][CH3:42])[cH:36][cH:37]2)[CH2:27][CH2:28]1.[ClH:25]>>[C:1]([NH2:2])(=[O:3])[c:4]1[cH:5][cH:6][c:7]([F:24])[c:8]([NH:10][CH:11]([C:12](=[O:14])[N:44]2[CH:43]([c:33]3[c:32]([S:29]([CH:26]4[CH2:27][CH2:28]4)(=[O:30])=[O:31])[cH:37][cH:36][c:35]([NH:38][C:39](=[O:40])[O:41][CH3:42])[cH:34]3)[CH:47]([C:48](=[O:49])[O:50][CH2:51][CH3:52])[CH2:46][CH2:45]2)[c:15]2[cH:16][c:17]([O:22][CH3:23])[c:18]([F:21])[cH:19][cH:20]2)[cH:9]1.